From a dataset of the Open Reaction Database (ORD), a public repository of structured organic reaction records. describe an organic reaction: reactants, conditions, products, and yield The reactants are COC(=O)c1ccccc1-c1ccc(CBr)cc1, CCCCc1nc(Cl)c(C(O[SiH](C)C)C(C)(C)C)[nH]1, C1CCOC1, C[Si](C)(C)[N-][Si](C)(C)C, [Na+]. Yields the product CCCCc1nc(Cl)c(C(O[SiH](C)C)C(C)(C)C)n1Cc1ccc(-c2ccccc2C(=O)OC)cc1. Reaction SMILES: [Br:1][CH2:2][c:3]1[cH:4][cH:5][c:6](-[c:9]2[c:10]([C:15](=[O:16])[O:17][CH3:18])[cH:11][cH:12][cH:13][cH:14]2)[cH:7][cH:8]1.[CH2:19]([CH2:20][CH2:21][CH3:22])[c:23]1[nH:24][c:25]([CH:29]([O:30][SiH:31]([CH3:32])[CH3:33])[C:34]([CH3:35])([CH3:36])[CH3:37])[c:26]([Cl:28])[n:27]1.[CH2:48]1[O:49][CH2:50][CH2:51][CH2:52]1.[CH3:39][Si:40]([N-:41][Si:42]([CH3:43])([CH3:44])[CH3:45])([CH3:46])[CH3:47].[Na+:38]>>[CH2:2]([c:3]1[cH:4][cH:5][c:6](-[c:9]2[c:10]([C:15](=[O:16])[O:17][CH3:18])[cH:11][cH:12][cH:13][cH:14]2)[cH:7][cH:8]1)[n:24]1[c:23]([CH2:19][CH2:20][CH2:21][CH3:22])[n:27][c:26]([Cl:28])[c:25]1[CH:29]([O:30][SiH:31]([CH3:32])[CH3:33])[C:34]([CH3:35])([CH3:36])[CH3:37].